Dataset: the Open Reaction Database (ORD), a public repository of structured organic reaction records. Task: describe an organic reaction: reactants, conditions, products, and yield The reactants are ClC1=C(C(=O)O)C=C(C=C1)C1=NNC(=C1)C1CC1 (2-chloro-5-(5-cyclopropyl-1H-pyrazol-3-yl)-benzoic acid), NCC1(CCCCCC1)O (1-aminomethyl-cycloheptanol), polystyrene, C([O-])([O-])=O (carbonate), C(=O)(N1C=NC=C1)N1C=NC=C1 (carbonyldiimidazole), ON1N=NC2=C1C=CC=C2 (1-hydroxybenztriazole), polystyrene, CN(C)C1=NC=CC=C1 (dimethylaminopyridine). The solvent is CN(C=O)C (N,N-dimethylformamide). Conditions: time 16 hour. The product is ClC1=C(C(=O)NCC2(CCCCCC2)O)C=C(C=C1)C1=NNC(=C1)C1CC1 (2-Chloro-5-(5-cyclopropyl-1H-pyrazol-3-yl)-N-(1-hydroxy-cycloheptylmethyl)-benzamide). RXN SMILES: [Cl:1][C:2]1[CH:10]=[CH:9][C:8]([C:11]2[CH:15]=[C:14]([CH:16]3[CH2:18][CH2:17]3)[NH:13][N:12]=2)=[CH:7][C:3]=1[C:4]([OH:6])=O.[NH2:19][CH2:20][C:21]1([OH:28])[CH2:27][CH2:26][CH2:25][CH2:24][CH2:23][CH2:22]1.C(N1C=CN=C1)(N1C=CN=C1)=O.CN(C1C=CC=CN=1)C.ON1C2C=CC=CC=2N=N1.C(=O)([O-])[O-]>CN(C)C=O>[Cl:1][C:2]1[CH:10]=[CH:9][C:8]([C:11]2[CH:15]=[C:14]([CH:16]3[CH2:18][CH2:17]3)[NH:13][N:12]=2)=[CH:7][C:3]=1[C:4]([NH:19][CH2:20][C:21]1([OH:28])[CH2:27][CH2:26][CH2:25][CH2:24][CH2:23][CH2:22]1)=[O:6]. Reported procedure: A mixture of 2-chloro-5-(5-cyclopropyl-1H-pyrazol-3-yl)-benzoic acid (0.06 g, 0.23 mmol), 1-aminomethyl-cycloheptanol ((0.082 g, 0.46 mmol), polystyrene supported carbonyldiimidazole (0.37 g, 0.46 mmol), polystyrene supported dimethylaminopyridine (0.32 g, 0.46 mmol) and 1-hydroxybenztriazole (0.06 g, 0.46 mmol) in N,N-dimethylformamide (3 mL) was shaken at room temperature for 16 h. MP-carbonate was added (0.5 g) and the resulting mixture was shaken at room temperature for 2 h. The mixture was ...